From a dataset of the Open Reaction Database (ORD), a public repository of structured organic reaction records. describe an organic reaction: reactants, conditions, products, and yield The reactants are C1(=CC=CC=C1)S(=O)(=O)C1=CC=C2C(CCOC2=C1)Cl (7-Benzenesulfonyl-4-chloro-chroman), C(=O)(OC(C)(C)C)N1CCNCC1 (Boc-piperazine), [I-].[Na+] (sodium iodide), C([O-])([O-])=O.[K+].[K+] (potassium carbonate). Solvent: CN(C)C=O (DMF). Reaction conditions: temperature 70 celsius. The product is C(C)(C)(C)OC(=O)N1CCN(CC1)C1CCOC2=CC(=CC=C12)S(=O)(=O)C1=CC=CC=C1 (4-(7-Benzenesulfonyl-chroman-4-yl)-piperazine-1-carboxylic acid tert-butyl ester). Yield: 52.9%. Reaction SMILES: [C:1]1([S:7]([C:10]2[CH:19]=[C:18]3[C:13]([CH:14](Cl)[CH2:15][CH2:16][O:17]3)=[CH:12][CH:11]=2)(=[O:9])=[O:8])[CH:6]=[CH:5][CH:4]=[CH:3][CH:2]=1.[C:21]([N:28]1[CH2:33][CH2:32][NH:31][CH2:30][CH2:29]1)([O:23][C:24]([CH3:27])([CH3:26])[CH3:25])=[O:22].[I-].[Na+].C(=O)([O-])[O-].[K+].[K+]>CN(C=O)C>[C:24]([O:23][C:21]([N:28]1[CH2:33][CH2:32][N:31]([CH:14]2[C:13]3[C:18](=[CH:19][C:10]([S:7]([C:1]4[CH:6]=[CH:5][CH:4]=[CH:3][CH:2]=4)(=[O:9])=[O:8])=[CH:11][CH:12]=3)[O:17][CH2:16][CH2:15]2)[CH2:30][CH2:29]1)=[O:22])([CH3:27])([CH3:25])[CH3:26] |f:2.3,4.5.6|. Procedure details: 7-Benzenesulfonyl-4-chloro-chroman (512 mg, 1.65 mmol), Boc-piperazine (piperazine-1-carboxylic acid tert-butyl ester, 371 mg, 1.92 mmol), sodium iodide (50 mg) and potassium carbonate (275 mg) were added to 5 mL of DMF, and the reaction mixture was heated to 70° C. overnight. The reaction mixture was cooled and partitioned between ethyl acetate and water, and the combined organic layers were dried over MgSO4. Solvent was removed under reduced pressure, and the residue was chromatographed (silic... The reactants are BrB(Br)Br, ClCCl, COc1cccc(-n2cnc3cc(C(F)(F)F)ccc32)c1. Product: Oc1cccc(-n2cnc3cc(C(F)(F)F)ccc32)c1. As a reaction SMILES: [B:22]([Br:23])([Br:24])[Br:25].[CH2:26]([Cl:27])[Cl:28].[CH3:1][O:2][c:3]1[cH:4][c:5](-[n:9]2[cH:10][n:11][c:12]3[c:13]2[cH:14][cH:15][c:16]([C:18]([F:19])([F:20])[F:21])[cH:17]3)[cH:6][cH:7][cH:8]1>>[OH:2][c:3]1[cH:4][c:5](-[n:9]2[cH:10][n:11][c:12]3[c:13]2[cH:14][cH:15][c:16]([C:18]([F:19])([F:20])[F:21])[cH:17]3)[cH:6][cH:7][cH:8]1. Reactants: BrC=1NC(=C(C1C#N)Br)Br (2,4,5-tribromopyrrole-3-carbonitrile), CC(C)([O-])C.[K+] (potassium t-butoxide), ClC(=O)OC (methyl chloroformate), O (water). Solvent: O1CCCC1 (tetrahydrofuran), O1CCCC1 (tetrahydrofuran). Run at time 20 minute. Yields the product BrC=1N(C(=C(C1Br)C#N)Br)C(=O)OC (methyl 2,3,5-tribromo-4-cyanopyrrole-1-carboxylate). As a reaction SMILES: [Br:1][C:2]1[NH:3][C:4]([Br:10])=[C:5]([Br:9])[C:6]=1[C:7]#[N:8].CC(C)([O-])C.[K+].Cl[C:18]([O:20][CH3:21])=[O:19].O>O1CCCC1>[Br:10][C:4]1[N:3]([C:18]([O:20][CH3:21])=[O:19])[C:2]([Br:1])=[C:6]([C:7]#[N:8])[C:5]=1[Br:9] |f:1.2|. Reported procedure: A solution of 2,4,5-tribromopyrrole-3-carbonitrile (3.0 g, 0.091 mol) in tetrahydrofuran is treated portionwise with potassium t-butoxide (1.33 g, 0.012 mol) at room temperature, stirred for 20 minutes, treated dropwise with a solution of methyl chloroformate (1.29 g, 0.014 mol) in tetrahydrofuran, stirred for 21/2 days, poured into water and extracted with ether. The combined ether extracts are washed with brine, dried over MgSO4 and concentrated in vacuo to give a brown solid residue. The resi... The reactants are C1(=CC=CC=C1)C=1N=C(NC1C1=CC=CC=C1)S (4,5-diphenyl-2-imidazolethiol), BrCCCCCCCC (8-bromooctane), C([O-])([O-])=O.[K+].[K+] (potassium carbonate). Run in CC(CC)=O (butanone). The product is C(CCCCCCC)SC=1NC(=C(N1)C1=CC=CC=C1)C1=CC=CC=C1 (2-octylthio-4,5-diphenylimidazole). Yield: 52.6%. RXN SMILES: [C:1]1([C:7]2[N:8]=[C:9]([SH:18])[NH:10][C:11]=2[C:12]2[CH:17]=[CH:16][CH:15]=[CH:14][CH:13]=2)[CH:6]=[CH:5][CH:4]=[CH:3][CH:2]=1.Br[CH2:20][CH2:21][CH2:22][CH2:23][CH2:24][CH2:25][CH2:26][CH3:27].C(=O)([O-])[O-].[K+].[K+]>CC(=O)CC>[CH2:20]([S:18][C:9]1[NH:8][C:7]([C:1]2[CH:2]=[CH:3][CH:4]=[CH:5][CH:6]=2)=[C:11]([C:12]2[CH:13]=[CH:14][CH:15]=[CH:16][CH:17]=2)[N:10]=1)[CH2:21][CH2:22][CH2:23][CH2:24][CH2:25][CH2:26][CH3:27] |f:2.3.4|. Reported procedure: A mixture of 4,5-diphenyl-2-imidazolethiol (2.5 g), 8-bromooctane (3.8 g), anhydrous potassium carbonate (13.7 g) and dry butanone (60 ml) was stirred at reflux for 2 h. The cooled reaction mixture was filtered to remove solid and the filtrate was evaporated to dryness. The residue was mixed with hexane and the resulting precipitate was collected by filtration. Recrystallisation from ethanol and water gave 2-octylthio-4,5-diphenylimidazole (1.9 g, 53%) as a white solid, m.p. 133°-4°.